Dataset: the Open Reaction Database (ORD), a public repository of structured organic reaction records. Task: describe an organic reaction: reactants, conditions, products, and yield Reactants: C(C1=CC=CC=C1)(C1=CC=CC=C1)(C1=CC=CC=C1)Cl (tritylchloride), O (water), [H-].[Na+] (Sodium hydride), N1N=CN=C1 (1,2,4-triazole). The solvent is CN(C)C=O (DMF), CCCCCC (hexane), CN(C)C=O (DMF). Reaction conditions: time 30 minute. Product: C(C1=CC=CC=C1)(C1=CC=CC=C1)(C1=CC=CC=C1)N1N=CN=C1 (1-trityl-1H-1,2,4-triazole). Yield: 47.0%. As a reaction SMILES: [H-].[Na+].[NH:3]1[CH:7]=[N:6][CH:5]=[N:4]1.[C:8](Cl)([C:21]1[CH:26]=[CH:25][CH:24]=[CH:23][CH:22]=1)([C:15]1[CH:20]=[CH:19][CH:18]=[CH:17][CH:16]=1)[C:9]1[CH:14]=[CH:13][CH:12]=[CH:11][CH:10]=1.O>CCCCCC.CN(C=O)C>[C:8]([N:3]1[CH:7]=[N:6][CH:5]=[N:4]1)([C:9]1[CH:14]=[CH:13][CH:12]=[CH:11][CH:10]=1)([C:21]1[CH:22]=[CH:23][CH:24]=[CH:25][CH:26]=1)[C:15]1[CH:16]=[CH:17][CH:18]=[CH:19][CH:20]=1 |f:0.1|. Procedure: Sodium hydride (60% dispersion in mineral oil, 13.8 g, 345 mmol) was washed with hexane and suspended in DMF (150 ml). At an ice bath temperature, 1,2,4-triazole (total; 20.7 g, 300 mmol) was added thereto in four divisions. After stirring for 30 minutes, to the mixture was added tritylchloride (total; 83.7 g, 300 mmol) in seven divisions and additionally added DMF (50 ml). After stirring for 1.5 hours at room temperature, to the reaction mixture was added water (600 ml). The precipitated crysta...